From a dataset of the Open Reaction Database (ORD), a public repository of structured organic reaction records. describe an organic reaction: reactants, conditions, products, and yield Product: O=C(CCc1nnc(Nc2ccc(F)cc2F)o1)NC1CCNCC1. The reactants are O=C(CCc1nnc(Nc2ccc(F)cc2F)o1)NC1CCN(Cc2ccccc2)CC1, CCO. As a reaction SMILES: [CH2:1]([c:2]1[cH:3][cH:4][cH:5][cH:6][cH:7]1)[N:8]1[CH2:9][CH2:10][CH:11]([NH:14][C:15]([CH2:16][CH2:17][c:18]2[o:19][c:20]([NH:23][c:24]3[c:25]([F:31])[cH:26][c:27]([F:30])[cH:28][cH:29]3)[n:21][n:22]2)=[O:32])[CH2:12][CH2:13]1.[CH3:33][CH2:34][OH:35]>>[NH:8]1[CH2:9][CH2:10][CH:11]([NH:14][C:15]([CH2:16][CH2:17][c:18]2[o:19][c:20]([NH:23][c:24]3[c:25]([F:31])[cH:26][c:27]([F:30])[cH:28][cH:29]3)[n:21][n:22]2)=[O:32])[CH2:12][CH2:13]1. Reactants: CC(=O)Nc1nc2c(Oc3cc(-c4ccc(C(F)(F)F)cc4NC(=O)OC(C)(C)C)ncn3)cccc2s1, Cl, C1COCCO1. The product is CC(=O)Nc1nc2c(Oc3cc(-c4ccc(C(F)(F)F)cc4N)ncn3)cccc2s1. RXN SMILES: [C:1]([O:2][C:3](=[O:4])[NH:7][c:8]1[c:9](-[c:18]2[n:19][cH:20][n:21][c:22]([O:24][c:25]3[cH:26][cH:27][cH:28][c:29]4[c:30]3[n:31][c:32]([NH:34][C:35]([CH3:36])=[O:37])[s:33]4)[cH:23]2)[cH:10][cH:11][c:12]([C:14]([F:15])([F:16])[F:17])[cH:13]1)([CH3:5])([CH3:6])[CH3:38].[ClH:39].[O:40]1[CH2:41][CH2:42][O:43][CH2:44][CH2:45]1>>[NH2:7][c:8]1[c:9](-[c:18]2[n:19][cH:20][n:21][c:22]([O:24][c:25]3[cH:26][cH:27][cH:28][c:29]4[c:30]3[n:31][c:32]([NH:34][C:35]([CH3:36])=[O:37])[s:33]4)[cH:23]2)[cH:10][cH:11][c:12]([C:14]([F:15])([F:16])[F:17])[cH:13]1. Product: CCCC1CCC(C(=O)CP(=O)(OC)OC)C1. RXN SMILES: [CH2:1]([Li:2])[CH2:3][CH2:4][CH3:5].[CH3:18][O:19][C:20](=[O:21])[CH:22]1[CH2:23][CH:24]([CH2:27][CH2:28][CH3:29])[CH2:25][CH2:26]1.[CH3:30][CH2:31][O:32][CH2:33][CH3:34].[CH3:35][C:36](=[O:37])[OH:38].[CH3:6][P:7]([O:8][CH3:9])([O:10][CH3:11])=[O:12].[O:13]1[CH2:14][CH2:15][CH2:16][CH2:17]1>>[CH2:6]([P:7]([O:8][CH3:9])([O:10][CH3:11])=[O:12])[C:20](=[O:19])[CH:22]1[CH2:23][CH:24]([CH2:27][CH2:28][CH3:29])[CH2:25][CH2:26]1. Reactants: [Li]CCCC, CCCC1CCC(C(=O)OC)C1, CCOCC, CC(=O)O, COP(C)(=O)OC, C1CCOC1. Starting materials: ClC1=CC=NC=2N(C3=C(C21)C=C(N=C3)C#N)COCC[Si](C)(C)C (4-chloro-9-(2-trimethylsilanyl-ethoxymethyl)-9H-dipyrido[2,3-b;4′,3′-d]pyrrole-6-carbonitrile), CN(CC(CO)(C)C)C (3-(dimethylamino)-2,2-dimethylpropan-1-ol). Yields the product CN(CC(COC1=CC=NC=2NC3=C(C21)C=C(N=C3)C#N)(C)C)C (4-(3-(dimethylamino)-2,2-dimethylpropoxy)-9H-dipyrido[2,3-b;4′,3′-d]pyrrole-6-carbonitrile). As a reaction SMILES: Cl[C:2]1[C:10]2[C:9]3[CH:11]=[C:12]([C:15]#[N:16])[N:13]=[CH:14][C:8]=3[N:7](COCC[Si](C)(C)C)[C:6]=2[N:5]=[CH:4][CH:3]=1.[CH3:25][N:26]([CH3:33])[CH2:27][C:28]([CH3:32])([CH3:31])[CH2:29][OH:30]>>[CH3:25][N:26]([CH3:33])[CH2:27][C:28]([CH3:32])([CH3:31])[CH2:29][O:30][C:2]1[C:10]2[C:9]3[CH:11]=[C:12]([C:15]#[N:16])[N:13]=[CH:14][C:8]=3[NH:7][C:6]=2[N:5]=[CH:4][CH:3]=1. Reported procedure: The title compound was prepared following a similar procedure to the previous example with 4-chloro-9-(2-trimethylsilanyl-ethoxymethyl)-9H-dipyrido[2,3-b;4′,3′-d]pyrrole-6-carbonitrile, using 3-(dimethylamino)-2,2-dimethylpropan-1-ol. 1H NMR (400 MHz, d6-DMSO) δ 12.78 (s, 1H), 8.99 (d, J=0.8, 1H), 8.55 (d, J=5.7, 1H), 8.39 (d, J=0.8, 1H), 7.06 (d, J=5.8, 1H), 4.12 (s, 2H), 2.41 (s, 2H), 2.24 (s, 6H), 1.10 (s, 6H). LCMS (Method E): RT=3.58 min, M+H+=324.1. The reactants are CN([C@H]1CN(CC1)C(=O)[C@H]1N(C[C@H](C1)SCC1=CC=C(C=C1)OC)C(=O)OCC1=CC=C(C=C1)[N+](=O)[O-])C ((2S,4S)-2-[(3R)-3-dimethylamino-1-pyrrolidinylcarbonyl]-4-(4-methoxybenzylthio)-1-(4-nitrobenzyloxycarbonyl)pyrrolidine), FC(C(=O)O)(F)F (trifluoroacetic acid), FC(S(=O)(=O)O)(F)F (trifluoromethanesulfonic acid). The solvent is C1(=CC=CC=C1)OC (anisole). Conditions: time 3 hour. The product is FC(S(=O)(=O)O)(F)F.CN([C@H]1CN(CC1)C(=O)[C@H]1N(C[C@H](C1)S)C(=O)OCC1=CC=C(C=C1)[N+](=O)[O-])C ((2S,4S)-2-[(3R)-3-Dimethylamino-1-pyrrolidinylcarbonyl]-4-mercapto-1-(4-nitrobenzyloxycarbonyl)-pyrrolidine trifluoromethanesulfonate). RXN SMILES: [CH3:1][N:2]([CH3:38])[C@@H:3]1[CH2:7][CH2:6][N:5]([C:8]([C@@H:10]2[CH2:14][C@H:13]([S:15]CC3C=CC(OC)=CC=3)[CH2:12][N:11]2[C:25]([O:27][CH2:28][C:29]2[CH:34]=[CH:33][C:32]([N+:35]([O-:37])=[O:36])=[CH:31][CH:30]=2)=[O:26])=[O:9])[CH2:4]1.FC(F)(F)C(O)=O.[F:46][C:47]([F:53])([F:52])[S:48]([OH:51])(=[O:50])=[O:49]>C1(OC)C=CC=CC=1>[F:46][C:47]([F:53])([F:52])[S:48]([OH:51])(=[O:50])=[O:49].[CH3:1][N:2]([CH3:38])[C@@H:3]1[CH2:7][CH2:6][N:5]([C:8]([C@@H:10]2[CH2:14][C@H:13]([SH:15])[CH2:12][N:11]2[C:25]([O:27][CH2:28][C:29]2[CH:30]=[CH:31][C:32]([N+:35]([O-:37])=[O:36])=[CH:33][CH:34]=2)=[O:26])=[O:9])[CH2:4]1 |f:4.5|. Procedure: 2.56 g of (2S,4S)-2-[(3R)-3-dimethylamino-1-pyrrolidinylcarbonyl]-4-(4-methoxybenzylthio)-1-(4-nitrobenzyloxycarbonyl)pyrrolidine [prepared as described in step (1) above] were suspended in 5.1 ml of anisole, and 25.5 ml of trifluoroacetic acid and 0.83 ml of trifluoromethanesulfonic acid were added, whilst ice-cooling, to the resulting suspension. The mixture was then stirred at room temperature for 3 hours. At the end of this time, the solvent was removed by distillation under reduced pressure...